Dataset: the Open Reaction Database (ORD), a public repository of structured organic reaction records. Task: describe an organic reaction: reactants, conditions, products, and yield Starting materials: C(CCC)C1=C(C(N(C=2N1N=CN2)C2CCC(CC2)O)=O)CC2=CC=C(C=C2)C=2C(=CC=CC2)C#N (4′-{[7-butyl-4-(4-hydroxycyclohexyl)-5-oxo-4,5-dihydro[1,2,4]triazolo[1,5-a]pyrimidin-6-yl]methyl}biphenyl-2-carbonitrile), CI (methyl iodide), CN(C=O)C (N,N-dimethylformamide), [H-].[Na+] (sodium hydride). The solvent is C(C)(=O)OCC (ethyl acetate). Reaction conditions: time 16 hour. The product is C(CCC)C1=C(C(N(C=2N1N=CN2)C2CCC(CC2)OC)=O)CC2=CC=C(C=C2)C=2C(=CC=CC2)C#N (4′-{[7-butyl-4-(4-methoxycyclohexyl)-5-oxo-4,5-dihydro[1,2,4]triazolo[1,5-a]pyrimidin-6-yl]methyl}biphenyl-2-carbonitrile). Yield: 42.0%. RXN SMILES: [CH2:1]([C:5]1[N:10]2[N:11]=[CH:12][N:13]=[C:9]2[N:8]([CH:14]2[CH2:19][CH2:18][CH:17]([OH:20])[CH2:16][CH2:15]2)[C:7](=[O:21])[C:6]=1[CH2:22][C:23]1[CH:28]=[CH:27][C:26]([C:29]2[C:30]([C:35]#[N:36])=[CH:31][CH:32]=[CH:33][CH:34]=2)=[CH:25][CH:24]=1)[CH2:2][CH2:3][CH3:4].CI.[CH3:39]N(C)C=O.[H-].[Na+]>C(OCC)(=O)C>[CH2:1]([C:5]1[N:10]2[N:11]=[CH:12][N:13]=[C:9]2[N:8]([CH:14]2[CH2:19][CH2:18][CH:17]([O:20][CH3:39])[CH2:16][CH2:15]2)[C:7](=[O:21])[C:6]=1[CH2:22][C:23]1[CH:28]=[CH:27][C:26]([C:29]2[C:30]([C:35]#[N:36])=[CH:31][CH:32]=[CH:33][CH:34]=2)=[CH:25][CH:24]=1)[CH2:2][CH2:3][CH3:4] |f:3.4|. Reported procedure: To a mixture of 4′-{[7-butyl-4-(4-hydroxycyclohexyl)-5-oxo-4,5-dihydro[1,2,4]triazolo[1,5-a]pyrimidin-6-yl]methyl}biphenyl-2-carbonitrile (0.37 g), methyl iodide (0.053 mL) and N,N-dimethylformamide (10 mL) was added sodium hydride (0.034 g), and the mixture was stirred at room temperature for 16 hr. The reaction mixture was diluted with ethyl acetate, washed with 5% aqueous potassium hydrogensulfate solution and then with saturated brine, and dried over anhydrous magnesium sulfate. The solvent ... The reactants are CCO, N, CCC(=O)CC(=O)OC. Yields the product CCC(N)=CC(=O)OC. RXN SMILES: [CH3:11][CH2:12][OH:13].[NH3:10].[O:1]=[C:2]([CH2:3][C:4](=[O:5])[O:6][CH3:7])[CH2:8][CH3:9]>>[C:2](=[CH:3][C:4](=[O:5])[O:6][CH3:7])([CH2:8][CH3:9])[NH2:10].